This data is from the Open Reaction Database (ORD), a public repository of structured organic reaction records. The task is: describe an organic reaction: reactants, conditions, products, and yield The reactants are CC(Cl)OC(=O)Cl, Cn1c(-c2ccccc2Cl)nnc1C1(C2CCN(Cc3ccccc3)CC2)CCCC1, ClCCl. Product: Cn1c(-c2ccccc2Cl)nnc1C1(C2CCNCC2)CCCC1. As a reaction SMILES: [C:32]([Cl:33])(=[O:34])[O:35][CH:36]([Cl:37])[CH3:38].[CH2:1]([c:2]1[cH:3][cH:4][cH:5][cH:6][cH:7]1)[N:8]1[CH2:9][CH2:10][CH:11]([C:14]2([c:19]3[n:20][n:21][c:22](-[c:25]4[c:26]([Cl:31])[cH:27][cH:28][cH:29][cH:30]4)[n:23]3[CH3:24])[CH2:15][CH2:16][CH2:17][CH2:18]2)[CH2:12][CH2:13]1.[CH2:39]([Cl:40])[Cl:41]>>[NH:8]1[CH2:9][CH2:10][CH:11]([C:14]2([c:19]3[n:20][n:21][c:22](-[c:25]4[c:26]([Cl:31])[cH:27][cH:28][cH:29][cH:30]4)[n:23]3[CH3:24])[CH2:15][CH2:16][CH2:17][CH2:18]2)[CH2:12][CH2:13]1. The reactants are CCOC(=O)c1nc(C(C)C)cs1, CC(C)C[AlH]CC(C)C, ClCCl, O. The product is CC(C)c1csc(C=O)n1. As a reaction SMILES: [CH2:1]([O:3][C:4](=[O:2])[c:6]1[s:7][cH:8][c:9]([CH:11]([CH3:12])[CH3:13])[n:10]1)[CH3:5].[CH3:14][CH:15]([CH2:16][AlH:17][CH2:18][CH:19]([CH3:20])[CH3:21])[CH3:22].[Cl:24][CH2:25][Cl:26].[OH2:23]>>[O:3]=[CH:4][c:6]1[s:7][cH:8][c:9]([CH:11]([CH3:12])[CH3:13])[n:10]1.